describe an organic reaction: reactants, conditions, products, and yield From a dataset of the Open Reaction Database (ORD), a public repository of structured organic reaction records. Starting materials: O=C([O-])[O-], CN(C)C=O, OB(O)c1cc(F)cc(F)c1, COc1cc2nccc(Oc3ccc(C)nc3I)c2cc1OC, [K+], [K+], O. As a reaction SMILES: [C:6](=[O:7])([O-:8])[O-:9].[CH3:1][N:2]([CH3:3])[CH:4]=[O:5].[F:35][c:36]1[cH:37][c:38]([B:43]([OH:44])[OH:45])[cH:39][c:40]([F:42])[cH:41]1.[I:12][c:13]1[n:14][c:15]([CH3:34])[cH:16][cH:17][c:18]1[O:19][c:20]1[cH:21][cH:22][n:23][c:24]2[cH:25][c:26]([O:32][CH3:33])[c:27]([O:30][CH3:31])[cH:28][c:29]12.[K+:10].[K+:11].[OH2:46]>>[c:13]1(-[c:38]2[cH:37][c:36]([F:35])[cH:41][c:40]([F:42])[cH:39]2)[n:14][c:15]([CH3:34])[cH:16][cH:17][c:18]1[O:19][c:20]1[cH:21][cH:22][n:23][c:24]2[cH:25][c:26]([O:32][CH3:33])[c:27]([O:30][CH3:31])[cH:28][c:29]12. Yields the product COc1cc2nccc(Oc3ccc(C)nc3-c3cc(F)cc(F)c3)c2cc1OC. The reactants are C(C)#N (acetonitrile), C(CCC)[Li] (butyl lithium), C(C1=CC=CC=C1)(=O)C1=CC=CC=C1 (benzophenone), ice, Cl (hydrochloric acid). The solvent is O1CCCC1 (tetrahydrofuran), O1CCCC1 (tetrahydrofuran), CCCCCC (n-hexane), O1CCCC1 (tetrahydrofuran). Conditions: time 1 hour. Product: OC(CC#N)(C1=CC=CC=C1)C1=CC=CC=C1 (β-hydroxy-β,β-diphenyl-propionitrile). Reaction SMILES: [C:1](#[N:3])[CH3:2].C([Li])CCC.[C:9]([C:17]1[CH:22]=[CH:21][CH:20]=[CH:19][CH:18]=1)(=[O:16])[C:10]1[CH:15]=[CH:14][CH:13]=[CH:12][CH:11]=1.Cl>O1CCCC1.CCCCCC>[OH:16][C:9]([C:10]1[CH:15]=[CH:14][CH:13]=[CH:12][CH:11]=1)([C:17]1[CH:22]=[CH:21][CH:20]=[CH:19][CH:18]=1)[CH2:2][C:1]#[N:3]. Reported procedure: The solution of 8.2 g of acetonitrile in 200 ml of tetrahydrofuran is added dropwise to the solution of 14.08 g of butyl lithium in 125 ml of tetrahydrofuran and 125 ml of n-hexane while stirring at -70° under nitrogen and stirring is continued for 1 hour. Thereupon the solution of 36.4 g benzophenone in 200 ml of tetrahydrofuran is added dropwise and the mixture stirred for 20 minutes at room temperature. It is poured onto 300 g of ice and 100 ml of 3N hydrochloric acid, the organic layer separ... Solvent: CN(C)C=O (DMF), CN(C)C=O (dmf), CN(C)C=O (DMF). The reactants are CC(Cl)c1cccnc1, OC(COC%19=CC=CC=C%19)CN%20C=CN=C%20. Reagents/catalysts: O=C([O-])[O-].[Cs+].[Cs+] (cesium carbonate), [I-].[K+] (potassium iodide). Run at temperature 70 celsius, time 16 hour. Product: CC(C%28=CC=CN=C%28)OC(COC%29=CC=CC=C%29)CN%30C=CN=C%30. The reactants are CC1=C(C(=CC=C1)C)O (2,6 Dimethylphenol), BrCCBr (1,2-dibromoethane). Yields the product BrCCOC1=C(C=CC=C1C)C (2-(2-Bromoethoxy)-1,3-dimethylbenzene). RXN SMILES: [CH3:1][C:2]1[CH:7]=[CH:6][CH:5]=[C:4]([CH3:8])[C:3]=1[OH:9].[Br:10][CH2:11][CH2:12]Br>>[Br:10][CH2:11][CH2:12][O:9][C:3]1[C:4]([CH3:8])=[CH:5][CH:6]=[CH:7][C:2]=1[CH3:1]. Procedure: 2,6 Dimethylphenol (2 mmol) was reacted with 1,2-dibromoethane (10 eq) as described in Step 2A to yield the titled compound. The reactants are COC(=O)C1=CC=2C3=C(NC2C=N1)N=CC(=C3)Br (3-bromo-9H-dipyrido[2,3-b;4′,3′-d]pyrrole-6-carboxylic acid methyl ester), CN1N=CC(=C1)B1OC(C(O1)(C)C)(C)C (1-methyl-4-(4,4,5,5-tetramethyl-1,3,2-dioxaborolan-2-yl)-1H-pyrazole), S(O)(O)(=O)=O (sulfuric acid). The reagents and catalysts are Cl[Pd]([P](C1=CC=CC=C1)(C2=CC=CC=C2)C3=CC=CC=C3)([P](C4=CC=CC=C4)(C5=CC=CC=C5)C6=CC=CC=C6)Cl (bis(triphenylphosphine)palladium(II) dichloride). Run in C(C)#N (acetonitrile), C([O-])([O-])=O.[Na+].[Na+] (sodium carbonate). Run at temperature 140 celsius. Yields the product CN1N=CC(=C1)C1=CC2=C(NC3=C2C=C(N=C3)C(=O)O)N=C1 (3-(1-Methyl-1H-pyrazol-4-yl)-9H-dipyrido[2,3-b;4′,3′-d]pyrrole-6-carboxylic acid). Reaction SMILES: C[O:2][C:3]([C:5]1[N:13]=[CH:12][C:11]2[NH:10][C:9]3[N:14]=[CH:15][C:16](Br)=[CH:17][C:8]=3[C:7]=2[CH:6]=1)=[O:4].[CH3:19][N:20]1[CH:24]=[C:23](B2OC(C)(C)C(C)(C)O2)[CH:22]=[N:21]1.S(=O)(=O)(O)O>C(#N)C.C(=O)([O-])[O-].[Na+].[Na+].Cl[Pd](Cl)([P](C1C=CC=CC=1)(C1C=CC=CC=1)C1C=CC=CC=1)[P](C1C=CC=CC=1)(C1C=CC=CC=1)C1C=CC=CC=1>[CH3:19][N:20]1[CH:24]=[C:23]([C:16]2[CH:15]=[N:14][C:9]3[NH:10][C:11]4[CH:12]=[N:13][C:5]([C:3]([OH:2])=[O:4])=[CH:6][C:7]=4[C:8]=3[CH:17]=2)[CH:22]=[N:21]1 |f:4.5.6,^1:50,69|. Procedure details: A degassed mixture of 3-bromo-9H-dipyrido[2,3-b;4′,3′-d]pyrrole-6-carboxylic acid methyl ester (30.4 mg, 99.3 μmol), 1-methyl-4-(4,4,5,5-tetramethyl-1,3,2-dioxaborolan-2-yl)-1H-pyrazole (31.0 mg, 0.149 mmol), and bis(triphenylphosphine)palladium(II) dichloride (3.5 mg, 5.0 μmol) in acetonitrile (2.5 mL) and 2N aqueous sodium carbonate solution (2.5 mL) was heated under microwave irradiation at 140° C. for 10 minutes. The cooled reaction mixture was acidified with 10% aqueous sulfuric acid, the s... Reactants: C(C=C)[C@H]1C(N([C@@H]([C@H](C1)C1=CC(=CC=C1)Cl)C1=CC=C(C=C1)Cl)[C@H](C=O)CC)=O ((S)-2-((3R,5R,6S)-3-allyl-5-(3-chlorophenyl)-6-(4-chlorophenyl)-2-oxopiperidin-1-yl)butanal), C(C)(=O)O (acetic acid), CN (methylamine), C1CCOC1 (THF), sodium triacetoxy. Run in ClCCCl (DCE). Reaction conditions: time 2 day. Product: C(C=C)[C@H]1C(N([C@@H]([C@H](C1)C1=CC(=CC=C1)Cl)C1=CC=C(C=C1)Cl)C(CNC)CC)=O ((3R,5R,6S)-3-allyl-5-(3-chlorophenyl)-6-(4-chlorophenyl)-1-(1-(methylamino)butan-2-yl)piperidin-2-one). RXN SMILES: [CH2:1]([C@@H:4]1[CH2:9][C@H:8]([C:10]2[CH:15]=[CH:14][CH:13]=[C:12]([Cl:16])[CH:11]=2)[C@@H:7]([C:17]2[CH:22]=[CH:21][C:20]([Cl:23])=[CH:19][CH:18]=2)[N:6]([C@@H:24]([CH2:27][CH3:28])[CH:25]=O)[C:5]1=[O:29])[CH:2]=[CH2:3].C(O)(=O)C.[CH3:34][NH2:35].C1COCC1>ClCCCl>[CH2:1]([C@@H:4]1[CH2:9][C@H:8]([C:10]2[CH:15]=[CH:14][CH:13]=[C:12]([Cl:16])[CH:11]=2)[C@@H:7]([C:17]2[CH:18]=[CH:19][C:20]([Cl:23])=[CH:21][CH:22]=2)[N:6]([CH:24]([CH2:27][CH3:28])[CH2:25][NH:35][CH3:34])[C:5]1=[O:29])[CH:2]=[CH2:3]. Procedure: To a solution of 1.67 g (3.88 mmol) of (S)-2-((3R,5R,6S)-3-allyl-5-(3-chlorophenyl)-6-(4-chlorophenyl)-2-oxopiperidin-1-yl)butanal (Example 126, Step C) and acetic acid (6.60 mL, 116 mmol) in DCE (40 mL) was added 2 M methylamine in THF (19.40 mL, 38.8 mmol) and sodium triacetoxy hydroborate (3.29 g, 15.52 mmol) at room temperature. The reaction was stirred for 2 days. The reaction was quenched with sat aq. NaHCO3, extracted with EtOAc, and the combined organic layers were washed with 1N NaOH an... Starting materials: Cl, [H-], [Na+], CN(C)C=O, O=S(=O)(c1cc(O)c2ccccc2c1)N1CC2CC1CS2, ClCc1cccnc1. Yields the product O=S(=O)(c1cc(OCc2cccnc2)c2ccccc2c1)N1CC2CC1CS2. Reaction SMILES: [ClH:22].[H-:31].[Na+:32].[O:33]=[CH:34][N:35]([CH3:36])[CH3:37].[OH:1][c:2]1[cH:3][c:4]([S:12](=[O:13])(=[O:14])[N:15]2[CH:16]3[CH2:17][S:18][CH:19]([CH2:20]2)[CH2:21]3)[cH:5][c:6]2[cH:7][cH:8][cH:9][cH:10][c:11]12.[cH:23]1[c:24]([CH2:29][Cl:30])[cH:25][cH:26][cH:27][n:28]1>>[O:1]([c:2]1[cH:3][c:4]([S:12](=[O:13])(=[O:14])[N:15]2[CH:16]3[CH2:17][S:18][CH:19]([CH2:20]2)[CH2:21]3)[cH:5][c:6]2[cH:7][cH:8][cH:9][cH:10][c:11]12)[CH2:29][c:24]1[cH:23][n:28][cH:27][cH:26][cH:25]1. The reactants are CC=1C=CC(=CC1Cl)NC(=O)N(C)C (chlorotoluron), CN(C(=O)NC=1C=CC(=C(C1)Cl)Cl)OC (linuron), CN(C)C(=O)NC=1C=CC(=C(C1)Cl)Cl (diuron), CC(C)C=1C=CC(=CC1)NC(=O)N(C)C (isoproturon). The product is C[N+]1=CC=C(C=C1)C2=CC=[N+](C=C2)C.[Cl-].[Cl-] (paraquat-dichloride). Reaction SMILES: CC1C=[CH:4][C:5]([NH:9][C:10](N(C)C)=O)=CC=1[Cl:8].CN([C:18]([NH:20][C:21]1[CH:22]=[CH:23][C:24](Cl)=[C:25]([Cl:27])[CH:26]=1)=O)C.[CH3:29][CH:30](C1C=CC(NC(N(C)C)=O)=CC=1)C.CN(OC)C(NC1C=CC(Cl)=C(Cl)C=1)=O>>[CH3:10][N+:9]1[CH:26]=[CH:25][C:24]([C:23]2[CH:22]=[CH:21][N+:20]([CH3:18])=[CH:30][CH:29]=2)=[CH:4][CH:5]=1.[Cl-:8].[Cl-:27] |f:4.5.6|. Reported procedure: chlorotoluron, diuron, isoproturon or linuron; The reactants are Cc1ccccc1, O=S(Cl)Cl, O=C(O)c1cnc2ccccc2c1. Yields the product O=C(Cl)c1cnc2ccccc2c1. As a reaction SMILES: [CH3:18][c:19]1[cH:20][cH:21][cH:22][cH:23][cH:24]1.[S:14]([Cl:15])([Cl:16])=[O:17].[n:1]1[cH:2][c:3]([C:11](=[O:12])[OH:13])[cH:4][c:5]2[cH:6][cH:7][cH:8][cH:9][c:10]12>>[n:1]1[cH:2][c:3]([C:11](=[O:13])[Cl:16])[cH:4][c:5]2[cH:6][cH:7][cH:8][cH:9][c:10]12. The reactants are CC(C)(C)Oc1cc(-c2ccc3ccccc3c2)nc2ccccc12, C1CCOC1, Cc1ccc(S(=O)(=O)O)cc1. Product: Oc1cc(-c2ccc3ccccc3c2)[nH+]c2ccccc12, Cc1ccc(S(=O)(=O)[O-])cc1. RXN SMILES: [C:1]([CH3:2])([CH3:3])([CH3:4])[O:5][c:6]1[cH:7][c:8](-[c:16]2[cH:17][c:18]3[cH:19][cH:20][cH:21][cH:22][c:23]3[cH:24][cH:25]2)[n:9][c:10]2[cH:11][cH:12][cH:13][cH:14][c:15]12.[CH2:37]1[O:38][CH2:39][CH2:40][CH2:41]1.[c:26]1([CH3:36])[cH:27][cH:28][c:29]([S:32](=[O:33])(=[O:34])[OH:35])[cH:30][cH:31]1>>[OH:5][c:6]1[cH:7][c:8](-[c:16]2[cH:17][c:18]3[cH:19][cH:20][cH:21][cH:22][c:23]3[cH:24][cH:25]2)[nH+:9][c:10]2[cH:11][cH:12][cH:13][cH:14][c:15]12.[c:26]1([CH3:36])[cH:27][cH:28][c:29]([S:32](=[O:33])(=[O:34])[O-:35])[cH:30][cH:31]1.